The task is: describe an organic reaction: reactants, conditions, products, and yield. This data is from the Open Reaction Database (ORD), a public repository of structured organic reaction records. The reactants are BrCCCCBr, CCO, COc1cc(C(C)=O)ccc1O, [Na]. The product is COc1cc(C(C)=O)ccc1OCCCCBr. RXN SMILES: [Br:14][CH2:15][CH2:16][CH2:17][CH2:18][Br:19].[CH3:20][CH2:21][OH:22].[CH3:2][C:3](=[O:4])[c:5]1[cH:6][c:7]([O:8][CH3:9])[c:10]([OH:11])[cH:12][cH:13]1.[Na:1]>>[CH3:2][C:3](=[O:4])[c:5]1[cH:6][c:7]([O:8][CH3:9])[c:10]([O:11][CH2:18][CH2:17][CH2:16][CH2:15][Br:14])[cH:12][cH:13]1. Reaction SMILES: FC(F)(F)S(O[C:7]1[CH:12]=[C:11]([Cl:13])[C:10]([CH2:14][CH:15]2[CH2:19][CH2:18][N:17]([CH:20]3[CH2:25][CH2:24][CH2:23][CH2:22][CH2:21]3)[C:16]2=[O:26])=[C:9]([Cl:27])[CH:8]=1)(=O)=O.[S:30]1[CH:34]=[CH:33][C:32](B(O)O)=[CH:31]1.C(=O)([O-])[O-].[Na+].[Na+]>C(COC)OC>[CH:20]1([N:17]2[CH2:18][CH2:19][CH:15]([CH2:14][C:10]3[C:9]([Cl:27])=[CH:8][C:7]([C:32]4[CH:33]=[CH:34][S:30][CH:31]=4)=[CH:12][C:11]=3[Cl:13])[C:16]2=[O:26])[CH2:21][CH2:22][CH2:23][CH2:24][CH2:25]1 |f:2.3.4|. Starting materials: FC(S(=O)(=O)OC1=CC(=C(C(=C1)Cl)CC1C(N(CC1)C1CCCCC1)=O)Cl)(F)F (3,5-dichloro-4-((1-cyclohexyl-2-oxopyrrolidin-3-yl)methyl)phenyl trifluoromethanesulfonate), S1C=C(C=C1)B(O)O (thiophene-3-boronic acid), C([O-])([O-])=O.[Na+].[Na+] (sodium carbonate). The product is C1(CCCCC1)N1C(C(CC1)CC1=C(C=C(C=C1Cl)C1=CSC=C1)Cl)=O (1-Cyclohexyl-3-(2,6-dichloro-4-thiophen-3-yl-benzyl)-pyrrolidin-2-one). Reported procedure: Using the method of Example 81 and using 3,5-dichloro-4-((1-cyclohexyl-2-oxopyrrolidin-3-yl)methyl)phenyl trifluoromethanesulfonate (Example 240) (1.485 g, 3.31 mmol), thiophene-3-boronic acid (1.2 g, 9.39 mmol) tetrakis(triphenylphosphine)palladium (0.362 g, 0.3.13 mmol), dimethoxyethane (15 mL) and sodium carbonate (2M, 5.5 mL) gives the title compound. Purify the crude material over silica gel (4/1 hexane in ethyl acetate) to yield 1.109 g (87%) of the title compound: mass spectrum (m/z): 410... Solvent: C(OC)COC (dimethoxyethane).